Dataset: the Open Reaction Database (ORD), a public repository of structured organic reaction records. Task: describe an organic reaction: reactants, conditions, products, and yield Starting materials: ClC1=NC=C(C(=N1)NC1=C(C=CC=C1F)O)Cl (2-(2,5-Dichloro-pyrimidin-4-ylamino)-3-fluoro-phenol), C(C1=CC=CC=C1)OCCCO (3-Benzyloxy-propan-1-ol). The product is C(C1=CC=CC=C1)OCCCOC1=C(C(=CC=C1)F)NC1=NC(=NC=C1Cl)Cl ([2-(3-Benzyloxy-propoxy)-6-fluoro-phenyl]-(2,5-dichloro-pyrimidin-4-yl)-amine), foam. Isolated yield 46.0%. RXN SMILES: [Cl:1][C:2]1[N:7]=[C:6]([NH:8][C:9]2[C:14]([F:15])=[CH:13][CH:12]=[CH:11][C:10]=2[OH:16])[C:5]([Cl:17])=[CH:4][N:3]=1.[CH2:18]([O:25][CH2:26][CH2:27][CH2:28]O)[C:19]1[CH:24]=[CH:23][CH:22]=[CH:21][CH:20]=1>>[CH2:18]([O:25][CH2:26][CH2:27][CH2:28][O:16][C:10]1[CH:11]=[CH:12][CH:13]=[C:14]([F:15])[C:9]=1[NH:8][C:6]1[C:5]([Cl:17])=[CH:4][N:3]=[C:2]([Cl:1])[N:7]=1)[C:19]1[CH:24]=[CH:23][CH:22]=[CH:21][CH:20]=1. Reported procedure: [2-(3-Benzyloxy-propoxy)-6-fluoro-phenyl]-(2,5-dichloro-pyrimidin-4-yl)-amine was prepared from 2-(2,5-Dichloro-pyrimidin-4-ylamino)-3-fluoro-phenol and 3-Benzyloxy-propan-1-ol in an analogous manner to Example 1283c. Title compound was isolated as a white foam (247 mg, 46%). HPLC purity=95%. LCMS 424.13 (M+H), HNMR 8.15 (s, 1H), 7.25-7.21 (m, 1H), 6.82-6.77 (m, 2H), 6.71 (s, 1H), 6.36-6.32 (m, 5H), 4.48 (s, 2H), 4.16-4.13 (m, 2H), 3.57-3.53 (m, 2H), 2.07-2.02 (m, 2H). Reaction SMILES: [H-].[Na+].Cl[CH2:4][CH2:5][NH:6][C:7]([NH:9][C:10]1[CH:15]=[CH:14][C:13]([O:16][C:17]2[C:22]([C:23]3[CH:28]=[CH:27][N:26]=[C:25]([NH:29][CH3:30])[N:24]=3)=[CH:21][CH:20]=[CH:19][N:18]=2)=[C:12]([CH3:31])[CH:11]=1)=[O:8]>C1COCC1>[CH3:31][C:12]1[CH:11]=[C:10]([N:9]2[CH2:4][CH2:5][NH:6][C:7]2=[O:8])[CH:15]=[CH:14][C:13]=1[O:16][C:17]1[C:22]([C:23]2[CH:28]=[CH:27][N:26]=[C:25]([NH:29][CH3:30])[N:24]=2)=[CH:21][CH:20]=[CH:19][N:18]=1 |f:0.1|. Reported procedure: To a slurry of NaH (60% in mineral oil, 0.109 g, 2.73 mmol) in THF (13 mL) in a sealable tube under nitrogen was added 1-(2-chloroethyl)-3-(3-methyl-4-(3-(2-(methylamino)pyrimidin-4-yl)pyridin-2-yloxy)phenyl)urea (0.537 g, 1.30 mmol) in portions. The reaction was sealed and heated to 80 deg. C. for 3 h. The reaction was cooled to ambient temperature and was concentrated under a stream of nitrogen. The resulting solid was suspended in 50 mL water, acidified to pH 1 with 6 N HCl, and filtered. The... The product is CC=1C=C(C=CC1OC1=NC=CC=C1C1=NC(=NC=C1)NC)N1C(NCC1)=O (1-(3-methyl-4-(3-(2-(methylamino)pyrimidin-4-yl)pyridin-2-yloxy)phenyl)imidazolidin-2-one). Conditions: time 3 hour. Solvent: C1CCOC1 (THF). Reactants: [H-].[Na+] (NaH), ClCCNC(=O)NC1=CC(=C(C=C1)OC1=NC=CC=C1C1=NC(=NC=C1)NC)C (1-(2-chloroethyl)-3-(3-methyl-4-(3-(2-(methylamino)pyrimidin-4-yl)pyridin-2-yloxy)phenyl)urea).